This data is from the Open Reaction Database (ORD), a public repository of structured organic reaction records. The task is: describe an organic reaction: reactants, conditions, products, and yield Starting materials: [I-].[K+] (potassium iodide), C(#N)C1=C(O)C=CC(=C1C#N)O (2,3-dicyanohydroquinone), [O-]CC (ethoxide), C(CCCCCCC)Br (octyl bromide), [Na] (Sodium), Cl (HCl). The solvent is O (water), C(C)O (ethanol), C(C)O (ethanol). Product: C(#N)C1=C(C=CC(=C1C#N)OCCCCCCCC)O (2,3-dicyano-4-octyloxyphenol). Yield: 33.0%. Reaction SMILES: [Na].[C:2]([C:4]1[C:10]([C:11]#[N:12])=[C:9]([OH:13])[CH:8]=[CH:7][C:5]=1[OH:6])#[N:3].[O-]CC.[I-].[K+].[CH2:19](Br)[CH2:20][CH2:21][CH2:22][CH2:23][CH2:24][CH2:25][CH3:26].Cl>C(O)C.O>[C:2]([C:4]1[C:10]([C:11]#[N:12])=[C:9]([O:13][CH2:19][CH2:20][CH2:21][CH2:22][CH2:23][CH2:24][CH2:25][CH3:26])[CH:8]=[CH:7][C:5]=1[OH:6])#[N:3] |f:3.4,^1:0|. Procedure details: Sodium (1.15 g, 50 mmoles) was reacted with anhydrous ethanol (200 mL) under a nitrogen atmosphere. 2,3-dicyanohydroquinone (8.01 g, 50 mmoles) in anhydrous ethanol (50 mL) was added dropwise to the ethoxide solution. Upon completion of the addition, potassium iodide (0.5 g) in 5 mL water was added. This solution was brought to reflux and octyl bromide (9.66 g, 50 mmoles) was added dropwise. The reaction was then refluxed under nitrogen atmosphere for one day. The mixture was acidified with 0.5N... The reactants are C(C)OC(C(CC1=CC=C(C=C1)O)(C)OC1=C(C=CC=C1)F)=O (2-(2-fluorophenoxy)-3-(4-hydroxy-phenyl)-2-methyl-propionic acid ethyl ester), C1(CCCCC1)C=1OC(=C(N1)CCOS(=O)(=O)C1=CC=C(C=C1)C)C (toluene-4-sulfonic acid 2-(2-cyclohexyl-5-methyl-oxazol-4-yl)-ethyl ester), C28H33FNO5. Yields the product C1(CCCCC1)C=1OC(=C(N1)CCOC1=CC=C(C=C1)CC(C(=O)O)(C)OC1=C(C=CC=C1)F)C (3-{4-[2-(2-Cyclohexyl-5-methyl-oxazol-4-yl)-ethoxy]-phenyl}-2-(2-fluoro-phenoxy)-2-methyl-propionic acid). Reaction SMILES: C([O:3][C:4](=[O:23])[C:5]([O:15][C:16]1[CH:21]=[CH:20][CH:19]=[CH:18][C:17]=1[F:22])([CH3:14])[CH2:6][C:7]1[CH:12]=[CH:11][C:10]([OH:13])=[CH:9][CH:8]=1)C.[CH:24]1([C:30]2[O:31][C:32]([CH3:48])=[C:33]([CH2:35][CH2:36]OS(C3C=CC(C)=CC=3)(=O)=O)[N:34]=2)[CH2:29][CH2:28][CH2:27][CH2:26][CH2:25]1>>[CH:24]1([C:30]2[O:31][C:32]([CH3:48])=[C:33]([CH2:35][CH2:36][O:13][C:10]3[CH:9]=[CH:8][C:7]([CH2:6][C:5]([O:15][C:16]4[CH:21]=[CH:20][CH:19]=[CH:18][C:17]=4[F:22])([CH3:14])[C:4]([OH:3])=[O:23])=[CH:12][CH:11]=3)[N:34]=2)[CH2:25][CH2:26][CH2:27][CH2:28][CH2:29]1. Procedure: The title compound was prepared from 2-(2-fluorophenoxy)-3-(4-hydroxy-phenyl)-2-methyl-propionic acid ethyl ester and toluene-4-sulfonic acid 2-(2-cyclohexyl-5-methyl-oxazol-4-yl)-ethyl ester by the procedure of Example 26. 1H NMR (400 MHz, CDCl3) δ 7.21 (d, 2H, J=8.60 Hz), 7.12-6.96 (m, 4H), 6.79 (d, 2H, J=8.60 Hz), 4.15 (t, 2H, J=6.65 Hz), 3.26 (d, 1H, J=14.08 Hz), 3.19 (d, 1H, J=14.08 Hz), 2.98-2.80 (m, 2H), 2.32 (s, 3H), 2.02 (d, 2H, J=10.95 Hz), 1.81 (d, 2H, J=12.90 Hz), 1.70 (d, 1H, J=12.9... Starting materials: C1CN2CCN1CC2 (DABCO), 2-carboxylic acid, carboxylic acid, N[C@H]1[C@H]2CCC(=C(N2C1=O)C(=O)O)Cl ((6R,7S)7-amino-3-chloro-1-azabicyclo[4,2,0]oct-2en-8-one-2-carboxylic acid), C[Si](C)(C)I (trimethylsilyl iodide), C[Si](C)(C)N[Si](C)(C)C (HMDS), C[Si](C)(C)I (TMSI). Solvent: C(C)#N (ACN), C(C)#N (acetonitrile). Run at time 4 hour. Yields the product C1CN2CCN1CC2.I (DABCO HI). The yield is 63.5%. RXN SMILES: [NH2:1][C@@H:2]1[C:9](=O)[N:8]2[C@@H:3]1[CH2:4]C[C:6](Cl)=[C:7]2C(O)=O.C[Si]([I:19])(C)C.C[Si](N[Si](C)(C)C)(C)C.C1N2CCN(CC2)C1>C(#N)C>[CH2:3]1[N:8]2[CH2:9][CH2:2][N:1]([CH2:6][CH2:7]2)[CH2:4]1.[IH:19] |f:5.6|. Procedure: The 2-carboxylic acid (8c), as produced in Example 13a, was converted to the carbacephem (9a) through reaction with trimethylsilyl iodide (TMSI). Specifically, the carboxylic acid (8c) (0.726 g, 2 mM), was combined with 5 ml acetonitrile (ACN), HMDS (1.06 ml, 5 mM), and TMSI (0.72 ml, 5 mM), and the mixture was stirred for 4 hours at room temperature. DABCO (0.56 g, 5 mM) in 5 ml ACN was added and the solution stirred overnight at room temperature, yielding a DABCO-HI precipitate. Both reactions... Starting materials: N#Cc1ccc(CCC(=O)N2CCCc3cc(NCC(c4ccccc4)c4ccccc4)ccc32)cc1, CCOC(=O)CI. As a reaction SMILES: [C:1](#[N:2])[c:3]1[cH:4][cH:5][c:6]([CH2:9][CH2:10][C:11](=[O:12])[N:13]2[CH2:14][CH2:15][CH2:16][c:17]3[cH:18][c:19]([NH:23][CH2:24][CH:25]([c:26]4[cH:27][cH:28][cH:29][cH:30][cH:31]4)[c:32]4[cH:33][cH:34][cH:35][cH:36][cH:37]4)[cH:20][cH:21][c:22]32)[cH:7][cH:8]1.[I:38][CH2:39][C:40](=[O:41])[O:42][CH2:43][CH3:44]>>[C:1](#[N:2])[c:3]1[cH:4][cH:5][c:6]([CH2:9][CH2:10][C:11](=[O:12])[N:13]2[CH2:14][CH2:15][CH2:16][c:17]3[cH:18][c:19]([NH:23][CH2:39][C:40](=[O:41])[O:42][CH2:43][CH3:44])[cH:20][cH:21][c:22]32)[cH:7][cH:8]1. The product is CCOC(=O)CNc1ccc2c(c1)CCCN2C(=O)CCc1ccc(C#N)cc1. Starting materials: COc1cccc(C(=O)Nc2c[nH]c3ncc(Br)c(F)c23)c1, CCCCO, CC(C)(C)OC(=O)NC1CCCNC1. Product: COc1cccc(C(=O)Nc2c[nH]c3ncc(Br)c(N4CCCC(NC(=O)OC(C)(C)C)C4)c23)c1. As a reaction SMILES: [Br:1][c:2]1[c:3]([F:22])[c:4]2[c:5]([n:6][cH:7]1)[nH:8][cH:9][c:10]2[NH:11][C:12]([c:13]1[cH:14][c:15]([O:19][CH3:20])[cH:16][cH:17][cH:18]1)=[O:21].[CH2:37]([OH:38])[CH2:39][CH2:40][CH3:41].[NH:23]1[CH2:24][CH:25]([NH:29][C:30]([O:31][C:32]([CH3:33])([CH3:34])[CH3:35])=[O:36])[CH2:26][CH2:27][CH2:28]1>>[Br:1][c:2]1[c:3]([N:23]2[CH2:24][CH:25]([NH:29][C:30]([O:31][C:32]([CH3:33])([CH3:34])[CH3:35])=[O:36])[CH2:26][CH2:27][CH2:28]2)[c:4]2[c:5]([n:6][cH:7]1)[nH:8][cH:9][c:10]2[NH:11][C:12]([c:13]1[cH:14][c:15]([O:19][CH3:20])[cH:16][cH:17][cH:18]1)=[O:21].